Dataset: the Open Reaction Database (ORD), a public repository of structured organic reaction records. Task: describe an organic reaction: reactants, conditions, products, and yield Reactants: NCC(CO)O (3-amino-1,2-propanediol), O=C1C=2N=CN(C2N=CN1)CCC(=O)OCC (3-(1,6-dihydro-6-oxo-9H-purin-9-yl)propionic acid, ethyl ester). Solvent: C(C)#N.CO (acetonitrile methanol). Reaction conditions: temperature 110 celsius, time 1 hour. The product is O=C1C=2N=CN(C2N=CN1)CCC(=O)NCC(CO)O (3-(1,6-dihydro-6-oxo-9H-purin-9-yl)-N-(2,3-dihydroxyprop-1-yl)propanamide). Isolated yield 91.2%. As a reaction SMILES: [NH2:1][CH2:2][CH:3]([OH:6])[CH2:4][OH:5].[O:7]=[C:8]1[NH:16][CH:15]=[N:14][C:13]2[N:12]([CH2:17][CH2:18][C:19](OCC)=[O:20])[CH:11]=[N:10][C:9]1=2>C(#N)C.CO>[O:7]=[C:8]1[NH:16][CH:15]=[N:14][C:13]2[N:12]([CH2:17][CH2:18][C:19]([NH:1][CH2:2][CH:3]([OH:6])[CH2:4][OH:5])=[O:20])[CH:11]=[N:10][C:9]1=2 |f:2.3|. Reported procedure: 0.500 g (5.49 mmol) of 3-amino-1,2-propanediol was placed into a 10 ml round bottom flask with a magnetic stirring bar. The flask was heated to 110° C. and 0.250 g (1.06 mmol) of 3-(1,6-dihydro-6-oxo-9H-purin-9-yl)propionic acid, ethyl ester (AIT-0027) was added to the stirring solution. The solution was stirred at 100°-110° C. for one hour. The flask was allowed to cool to room temperature and 10 ml of 1:1 acetonitrile/methanol was added and the solution was stirred vigorously for 30 minutes. T... Reactants: CC1(NC2=C3N=C(C=C(C3=CC=C2C(=C1S(=O)(=O)O)C1=CC=CC=C1)C1=CC=CC=C1)C)S(=O)(=O)O (2, 9-Dimethyl-4, 7-diphenyl-1, 10-phenanthrolinedisulfonic acid), [Na][Na] (disodium). Product: CC1=NC2=C3N=C(C=C(C3=CC=C2C(=C1)C1=CC=CC=C1)C1=CC=CC=C1)C (2, 9-Dimethyl-4, 7-diphenyl-1, 10-phenanthroline). RXN SMILES: [CH3:1][C:2]1(S(O)(=O)=O)[C:15](S(O)(=O)=O)=[C:14]([C:20]2[CH:25]=[CH:24][CH:23]=[CH:22][CH:21]=2)[C:13]2[C:4](=[C:5]3[C:10](=[CH:11][CH:12]=2)[C:9]([C:26]2[CH:31]=[CH:30][CH:29]=[CH:28][CH:27]=2)=[CH:8][C:7]([CH3:32])=[N:6]3)[NH:3]1.[Na][Na]>>[CH3:32][C:7]1[CH:8]=[C:9]([C:26]2[CH:31]=[CH:30][CH:29]=[CH:28][CH:27]=2)[C:10]2[C:5](=[C:4]3[C:13](=[CH:12][CH:11]=2)[C:14]([C:20]2[CH:25]=[CH:24][CH:23]=[CH:22][CH:21]=2)=[CH:15][C:2]([CH3:1])=[N:3]3)[N:6]=1. Procedure: 2, 9-Dimethyl-4, 7-diphenyl-1, 10-phenanthrolinedisulfonic acid, disodium salt The reactants are ClC1=NC2=CC=C(C=C2C=C1C(=O)O)Cl (2,6-dichloroquinoline-3-carboxylic acid), NC(C(=O)O)CCC(N)=O (2-amino-4-carbamoyl-butyric acid). The product is C(N)(=O)CCC(C(=O)O)NC1=NC2=CC=C(C=C2C=C1C(=O)O)Cl (2-(3-Carbamoyl-1-carboxy-propylamino)-6-chloro-quinoline-3-carboxylic acid). Reaction SMILES: Cl[C:2]1[C:11]([C:12]([OH:14])=[O:13])=[CH:10][C:9]2[C:4](=[CH:5][CH:6]=[C:7]([Cl:15])[CH:8]=2)[N:3]=1.[NH2:16][CH:17]([CH2:21][CH2:22][C:23](=[O:25])[NH2:24])[C:18]([OH:20])=[O:19]>>[C:23]([CH2:22][CH2:21][CH:17]([NH:16][C:2]1[C:11]([C:12]([OH:14])=[O:13])=[CH:10][C:9]2[C:4](=[CH:5][CH:6]=[C:7]([Cl:15])[CH:8]=2)[N:3]=1)[C:18]([OH:20])=[O:19])(=[O:25])[NH2:24]. Reported procedure: In close analogy to the procedure described in Example 32, 2,6-dichloroquinoline-3-carboxylic acid is reacted with 2-amino-4-carbamoyl-butyric acid to provide the title compound in moderate yield. LCMS m/z 352 (M+1).